Dataset: the Open Reaction Database (ORD), a public repository of structured organic reaction records. Task: describe an organic reaction: reactants, conditions, products, and yield The reactants are C(C)(C)(C)N1N=C(C=2C1=NC=NC2N)C2=C(C(=CC=C2)C)C (1-tert-butyl-3-(2,3-dimethylphenyl)-1H-pyrazolo[3,4-d]pyrimidin-4-amine). Solvent: C(=O)O (formic acid), Cl (HCl). Product: CC1=C(C=CC=C1C)C1=NNC2=NC=NC(=C21)N (3-(2,3-dimethylphenyl)-1H-pyrazolo[3,4-d]pyrimidin-4-amine). As a reaction SMILES: C([N:5]1[C:9]2=[N:10][CH:11]=[N:12][C:13]([NH2:14])=[C:8]2[C:7]([C:15]2[CH:20]=[CH:19][CH:18]=[C:17]([CH3:21])[C:16]=2[CH3:22])=[N:6]1)(C)(C)C>C(O)=O.Cl>[CH3:22][C:16]1[C:17]([CH3:21])=[CH:18][CH:19]=[CH:20][C:15]=1[C:7]1[C:8]2[C:9](=[N:10][CH:11]=[N:12][C:13]=2[NH2:14])[NH:5][N:6]=1. Procedure details: 1-tert-butyl-3-(2,3-dimethylphenyl)-1H-pyrazolo[3,4-d]pyrimidin-4-amine (34 mg, 0.14 mmol) was dissolved in a solution of formic acid (2 mL) and conc. HCl (0.2 mL) and heated to reflux for 30 min. Reaction was concentrated in vacuo and purified by RP-HPLC (MeCN:H2O:0.1% TFA). ESI-MS (M+H)+ m/z calcd 240.1, found 240.4. Reactants: C(C=C)OC(=O)NC=1C(=C(C(=O)OC)C=CC1)F (methyl 3-(allyloxycarbonylamino)-2-fluorobenzoate), [Li+].C[Si](C)(C)[N-][Si](C)(C)C (LiHMDS), [Cl-].N1=CN=CC=C1 (pyrimidine chloride), ester. Solvent: C1CCOC1 (THF), C1CCOC1 (THF). Reaction conditions: temperature 0 celsius, time 1 hour. Yields the product ClC1=NC=CC(=N1)CC(=O)C=1C(=C(C=CC1)NC(OCC=C)=O)F (2-Propen-1-yl {3-[(2-chloro-4-pyrimidinyl)acetyl]-2-fluorophenyl}carbamate). Reaction SMILES: [CH2:1]([O:4][C:5]([NH:7][C:8]1[C:9]([F:18])=[C:10]([CH:15]=[CH:16][CH:17]=1)[C:11]([O:13]C)=O)=[O:6])[CH:2]=[CH2:3].[Li+].[CH3:20][Si]([N-][Si](C)(C)C)(C)C.[Cl-:29].[N:30]1[CH:35]=[CH:34][CH:33]=[N:32][CH:31]=1>C1COCC1>[Cl:29][C:31]1[N:32]=[C:33]([CH2:20][C:11]([C:10]2[C:9]([F:18])=[C:8]([NH:7][C:5](=[O:6])[O:4][CH2:1][CH:2]=[CH2:3])[CH:17]=[CH:16][CH:15]=2)=[O:13])[CH:34]=[CH:35][N:30]=1 |f:1.2,3.4|. Reported procedure: To a solution of methyl 3-(allyloxycarbonylamino)-2-fluorobenzoate (86.7 g, 342 mmol, 1 eq) in dry THF (500 mL) at −10° C., LiHMDS (1M in THF, 1198 mmol, 1198 mL, 3.5 eq) was added dropwise and the solution was allowed to stir for 1 h at 0° C. A solution of pyrimidine chloride (48.0 g, 376 mmol, 1.2 eq) in THF (200 mL) was then added dropwise to the solution of ester and base at 0° C. over 20 min. The solution was allowed to stir 1 h at rt. TLC showed the reaction was complete. The reaction was ... Starting materials: BrC1=CC(=C(C=C1)C(C(=O)N)N1CCC2(CN(C(CO2)=O)CC)CC1)F (2-(4-bromo-2-fluorophenyl)-2-(4-ethyl-3-oxo-1-oxa-4,9-diazaspiro[5.5]undecan-9-yl)acetamide), CC1(OB(OC1(C)C)C1=CC=C2C=CC=NC2=C1)C (7-(4,4,5,5-tetramethyl-1,3,2-dioxaborolan-2-yl)quinoline), C(=O)([O-])[O-].[K+].[K+] (K2CO3). The reagents and catalysts are C1=CC=C(C=C1)P([C-]2C=CC=C2)C3=CC=CC=C3.C1=CC=C(C=C1)P([C-]2C=CC=C2)C3=CC=CC=C3.Cl[Pd]Cl.[Fe+2].C(Cl)Cl (PdCl2(dppf) CH2Cl2). Run in O1CCOCC1 (1,4-dioxane). The product is C(C)N1C(COC2(C1)CCN(CC2)C(C(=O)N)C2=C(C=C(C=C2)C2=CC=C1C=CC=NC1=C2)F)=O ((+)-2-(4-ethyl-3-oxo-1-oxa-4,9-diazaspiro[5.5]undecan-9-yl)-2-(2-fluoro-4-(quinolin-7-yl)phenyl)acetamide). As a reaction SMILES: Br[C:2]1[CH:7]=[CH:6][C:5]([CH:8]([N:12]2[CH2:25][CH2:24][C:15]3([O:20][CH2:19][C:18](=[O:21])[N:17]([CH2:22][CH3:23])[CH2:16]3)[CH2:14][CH2:13]2)[C:9]([NH2:11])=[O:10])=[C:4]([F:26])[CH:3]=1.CC1(C)C(C)(C)OB([C:35]2[CH:44]=[C:43]3[C:38]([CH:39]=[CH:40][CH:41]=[N:42]3)=[CH:37][CH:36]=2)O1.C([O-])([O-])=O.[K+].[K+]>O1CCOCC1.C1C=CC(P(C2C=CC=CC=2)[C-]2C=CC=C2)=CC=1.C1C=CC(P(C2C=CC=CC=2)[C-]2C=CC=C2)=CC=1.Cl[Pd]Cl.[Fe+2].C(Cl)Cl>[CH2:22]([N:17]1[CH2:16][C:15]2([CH2:24][CH2:25][N:12]([CH:8]([C:5]3[CH:6]=[CH:7][C:2]([C:35]4[CH:44]=[C:43]5[C:38]([CH:39]=[CH:40][CH:41]=[N:42]5)=[CH:37][CH:36]=4)=[CH:3][C:4]=3[F:26])[C:9]([NH2:11])=[O:10])[CH2:13][CH2:14]2)[O:20][CH2:19][C:18]1=[O:21])[CH3:23] |f:2.3.4,6.7.8.9.10|. Reported procedure: To a solution of 2-(4-bromo-2-fluorophenyl)-2-(4-ethyl-3-oxo-1-oxa-4,9-diazaspiro[5.5]undecan-9-yl)acetamide (214 mg, 0.5 mmol), 7-(4,4,5,5-tetramethyl-1,3,2-dioxaborolan-2-yl)quinoline (127 mg, 0.5 mmol) and 2M aq K2CO3 (0.55 mL, 1.1 mmol) in 1,4-dioxane (2.5 mL) was added PdCl2(dppf)-CH2Cl2 adduct (20.4 mg, 0.025 mmol). The reaction mixture was purged with nitrogen and the vessel was sealed and irradiated in the microwave at 110° C. for 25 min, at which point the reaction had proceeded to comp... Procedure: A mixture of 2-(1-tert-butoxycarbonyl-1H-thieno[3,2-c]pyrazol-3-yl)-5-formyl-indole-1-carboxylic acid tert-butyl ester [200 mg, 1 eq, Intermediate (11) prepared as described in Step 1 of Example 24], aminomethylcyclohexane (1.1 eq), MP-cyanoborohydride (macroporous triethylammonium methylpolystyrene cyanoborohydride, 1.5 eq), and acetic acid (0.5 ml) in dimethyl formamide (10 ml) at room temperature was shaken overnight. The resin was filtered and the filtrate was poured into water. The mixture ... Solvent: CN(C=O)C (dimethyl formamide), C(C)(=O)O (acetic acid), ClCCl (dichloromethane). Reaction SMILES: C(OC([N:8]1[C:16]2[C:11](=[CH:12][C:13]([CH:17]=O)=[CH:14][CH:15]=2)[CH:10]=[C:9]1[C:19]1[C:20]2[S:33][CH:32]=[CH:31][C:21]=2[N:22](C(OC(C)(C)C)=O)[N:23]=1)=O)(C)(C)C.[NH2:34][CH2:35][CH:36]1[CH2:41][CH2:40][CH2:39][CH2:38][CH2:37]1.C([BH3-])#N.C(OC(N1C2C(=CC(CNCC3CCCCC3)=CC=2)C=C1C1C2SC=CC=2N(C(OC(C)(C)C)=O)N=1)=O)(C)(C)C.C(OC(N1C2C(=CC(CNCC3CCCCC3)=CC=2)C=C1C1C2SC=CC=2NN=1)=O)(C)(C)C.C(OC(N1C2C=CSC=2C(C2NC3C(C=2)=CC(CNCC2CCCCC2)=CC=3)=N1)=O)(C)(C)C.FC(F)(F)C(O)=O>CN(C)C=O.ClCCl.C(O)(=O)C>[CH:36]1([CH2:35][NH:34][CH2:17][C:13]2[CH:12]=[C:11]3[C:16](=[CH:15][CH:14]=2)[NH:8][C:9]([C:19]2[C:20]4[S:33][CH:32]=[CH:31][C:21]=4[NH:22][N:23]=2)=[CH:10]3)[CH2:41][CH2:40][CH2:39][CH2:38][CH2:37]1. Starting materials: C(C)(C)(C)OC(=O)N1C(=CC2=CC(=CC=C12)C=O)C=1C2=C(N(N1)C(=O)OC(C)(C)C)C=CS2 (2-(1-tert-butoxycarbonyl-1H-thieno[3,2-c]pyrazol-3-yl)-5-formyl-indole-1-carboxylic acid tert-butyl ester), C(C)(C)(C)OC(=O)N1C(=CC2=CC(=CC=C12)C=O)C=1C2=C(N(N1)C(=O)OC(C)(C)C)C=CS2 (2-(1-tert-butoxycarbonyl-1H-thieno[3,2-c]pyrazol-3-yl)-5-formyl-indole-1-carboxylic acid tert-butyl ester), NCC1CCCCC1 (aminomethylcyclohexane), C(#N)[BH3-] (cyanoborohydride), C(C)(C)(C)OC(=O)N1C(=CC2=CC(=CC=C12)CNCC1CCCCC1)C=1C2=C(N(N1)C(=O)OC(C)(C)C)C=CS2 (2-(1-tert-butoxycarbonyl-1H-thieno[3,2-c]pyrazol-3-yl)-5-[(cyclohexylmethyl-amino)-methyl]-indole-1-carboxylic acid tert-butyl ester), C(C)(C)(C)OC(=O)N1C(=CC2=CC(=CC=C12)CNCC1CCCCC1)C=1C2=C(NN1)C=CS2 (5-[(cyclohexylmethyl-amino)-methyl]-2-(1H-thieno[3,2-c]pyrazol-3-yl)-indole-1-carboxylic acid tert-butyl ester), C(C)(C)(C)OC(=O)N1N=C(C2=C1C=CS2)C=2NC1=CC=C(C=C1C2)CNCC2CCCCC2 (3-{5-[(cyclohexylmethyl-amino)-methyl]-1H-indol-2-yl}-thieno[3,2-c]pyrazole-1-carboxylic acid tert-butyl ester), FC(C(=O)O)(F)F (trifluoroacetic acid). Yields the product C1(CCCCC1)CNCC=1C=C2C=C(NC2=CC1)C=1C2=C(NN1)C=CS2 (cyclohexylmethyl-[2-(1H-thieno[3,2-c]pyrazol-3-yl)-1H-indol-5-ylmethyl]-amine). Conditions: time 8 hour. The reactants are C1(=CC=CC=C1)C=1C(=NC=2C=CN3C(C2C1)=NN=C3)C3=CC=C(C=O)C=C3 (4-(9-Phenyl[1,2,4]triazolo[3,4-f]-1,6-naphthyridin-8-yl)benzaldehyde), NC(C(=O)O)(CC(C)C)C (2-amino-2,4-dimethylpentanoic acid). The solvent is CN(C)C=O (DMF). Reaction conditions: temperature 150 celsius. Product: C1(=CC=CC=C1)C=1C(=NC=2C=CN3C(C2C1)=NN=C3)C3=CC=C(C=C3)CN (1-[4-(9-Phenyl[1,2,4]triazolo[3,4-f]-1,6-naphthyridin-8-yl)phenyl]methanamine). As a reaction SMILES: [C:1]1([C:7]2[C:8]([C:20]3[CH:27]=[CH:26][C:23]([CH:24]=O)=[CH:22][CH:21]=3)=[N:9][C:10]3[CH:11]=[CH:12][N:13]4[CH:19]=[N:18][N:17]=[C:14]4[C:15]=3[CH:16]=2)[CH:6]=[CH:5][CH:4]=[CH:3][CH:2]=1.[NH2:28]C(C)(CC(C)C)C(O)=O>CN(C=O)C>[C:1]1([C:7]2[C:8]([C:20]3[CH:27]=[CH:26][C:23]([CH2:24][NH2:28])=[CH:22][CH:21]=3)=[N:9][C:10]3[CH:11]=[CH:12][N:13]4[CH:19]=[N:18][N:17]=[C:14]4[C:15]=3[CH:16]=2)[CH:6]=[CH:5][CH:4]=[CH:3][CH:2]=1. Procedure details: A suspension of 4-(9-phenyl[1,2,4]triazolo[3,4-f]-1,6-naphthyridin-8-yl)benzaldehyde (4-2, 0.80 g, 2.3 mmol) and 2-amino-2,4-dimethylpentanoic acid (3-7, 0.340 g, 2.3 mmol) in DMF (10 mL) was heated at 150° C. for 30 min. The reaction mixture cooled and the solvent was removed in vacuo. The crude residue was dissolved in 3N HCl (8 mL) and was heated at 100° C. for 30 min. The mixture was cooled and purified via reverse phase HPLC (5-65% acetonitrile/water over 15 min) to give, upon evaporation o... Reactants: C(C)(C)(C)C1=NN(C(=C1)NC(=O)NC1=C(C=C(C(=C1)N1C(N(C2=NC(=NC=C2C1)SC)C)=O)C)F)C=1C=C2C=CC=NC2=CC1 (1-(3-tert-butyl-1-(quinolin-6-yl)-1H-pyrazol-5-yl)-3-(2-fluoro-4-methyl-5-(1-methyl-7-(methylthio)-2-oxo-1,2-dihydropyrimido[4,5-d]pyrimidin-3(4H)-yl)phenyl)urea), CN (methylamine), C1=CC(=CC(=C1)Cl)C(=O)OO (mCPBA), sulfone. Yields the product C(C)(C)(C)C1=NN(C(=C1)NC(=O)NC1=C(C=C(C(=C1)N1C(N(C2=NC(=NC=C2C1)NC)C)=O)C)F)C=1C=C2C=CC=NC2=CC1 (1-(3-tert-butyl-1-(quinolin-6-yl)-1H-pyrazol-5-yl)-3-(2-fluoro-4-methyl-5-(1-methyl-7-(methylamino)-2-oxo-1,2-dihydropyrimido[4,5-d]pyrimidin-3(4H)-yl)phenyl)urea). Reaction SMILES: [C:1]([C:5]1[CH:9]=[C:8]([NH:10][C:11]([NH:13][C:14]2[CH:19]=[C:18]([N:20]3[CH2:29][C:28]4[C:23](=[N:24][C:25](SC)=[N:26][CH:27]=4)[N:22]([CH3:32])[C:21]3=[O:33])[C:17]([CH3:34])=[CH:16][C:15]=2[F:35])=[O:12])[N:7]([C:36]2[CH:37]=[C:38]3[C:43](=[CH:44][CH:45]=2)[N:42]=[CH:41][CH:40]=[CH:39]3)[N:6]=1)([CH3:4])([CH3:3])[CH3:2].C1C=C(Cl)C=C(C(OO)=O)C=1.[CH3:57][NH2:58]>>[C:1]([C:5]1[CH:9]=[C:8]([NH:10][C:11]([NH:13][C:14]2[CH:19]=[C:18]([N:20]3[CH2:29][C:28]4[C:23](=[N:24][C:25]([NH:58][CH3:57])=[N:26][CH:27]=4)[N:22]([CH3:32])[C:21]3=[O:33])[C:17]([CH3:34])=[CH:16][C:15]=2[F:35])=[O:12])[N:7]([C:36]2[CH:37]=[C:38]3[C:43](=[CH:44][CH:45]=2)[N:42]=[CH:41][CH:40]=[CH:39]3)[N:6]=1)([CH3:4])([CH3:3])[CH3:2]. Procedure: Using a procedure analogous to Example A2, the sulfide was oxidized with mCPBA to the sulfone and then treated with methylamine to provide 1-(3-tert-butyl-1-(quinolin-6-yl)-1H-pyrazol-5-yl)-3-(2-fluoro-4-methyl-5-(1-methyl-7-(methylamino)-2-oxo-1,2-dihydropyrimido[4,5-d]pyrimidin-3(4H)-yl)phenyl)urea. 1H NMR (400 MHz, DMSO-d6): δ 8.95 (m, 2H), 8.48 (m, 1H); 8.15 (m, 1H), 8.04 (d, J=8 Hz, 1H), 7.92 (m, 2H), 7.60 (dd, J=8, Hz, 1H), 7.17 (d, J=12 Hz, 1H), 7.02 (m, 1H), 6.46 (s, 1H), 4.53 (d, J=14 H... Reactants: C(C)(=O)C1=C(C(N(N=C1C1=CC=CC=C1)CC)=O)[N+](=O)[O-] (5-acetyl-2-ethyl-4-nitro-6-phenylpyridazin-3(2H)-one), NC1=C2C=CC=NC2=C(C=C1)O (5-amino-8-quinolinol). The solvent is C(C)O (ethanol). Conditions: time 40 hour. The product is C(C)(=O)C1=C(C(N(N=C1C1=CC=CC=C1)CC)=O)NC1=C2C=CC=NC2=C(C=C1)O (5-Acetyl-2-ethyl-4-[(8-hydroxyquinolin-5-yl)amino]-6-phenylpyridazin-3(2H)-one). Isolated yield 89.8%. RXN SMILES: [C:1]([C:4]1[C:9]([C:10]2[CH:15]=[CH:14][CH:13]=[CH:12][CH:11]=2)=[N:8][N:7]([CH2:16][CH3:17])[C:6](=[O:18])[C:5]=1[N+:19]([O-])=O)(=[O:3])[CH3:2].N[C:23]1[CH:32]=[CH:31][C:30]([OH:33])=[C:29]2[C:24]=1[CH:25]=[CH:26][CH:27]=[N:28]2>C(O)C>[C:1]([C:4]1[C:9]([C:10]2[CH:15]=[CH:14][CH:13]=[CH:12][CH:11]=2)=[N:8][N:7]([CH2:16][CH3:17])[C:6](=[O:18])[C:5]=1[NH:19][C:23]1[CH:32]=[CH:31][C:30]([OH:33])=[C:29]2[C:24]=1[CH:25]=[CH:26][CH:27]=[N:28]2)(=[O:3])[CH3:2]. Procedure details: To a stirred solution of 80 mg (0.278 mmol) of 5-acetyl-2-ethyl-4-nitro-6-phenylpyridazin-3(2H)-one (Dal Piaz, V et al, J. Med. Chem. 1997, 40, 1417) in ethanol (4 mL), 5-amino-8-quinolinol (67 mg, 0.417 mmol) was added. The resulting mixture was stirred at room temperature during 40 hours and the final product was collected by filtration and washed with diethylether to yield the title compound (100 mg, 90% yield). Starting materials: ClCCNC(=O)N (chloroethyl urea), ClCCN=C=O (Chloroethylisocyanate), ClCCN=C=O (Chloroethylisocyanate), C1(=CC=CC=2CCCCC12)N (5,6,7,8-tetrahydro-1-naphthylamine), CO (CH3OH). The solvent is O1CCCC1 (tetrahydrofuran), O (H2O). The product is C1(=CC=CC=2CCCCC12)NC=1OCCN1 (2-(5,6,7,8-tetrahydronaphthylamino)-oxazoline). As a reaction SMILES: Cl[CH2:2][CH2:3][N:4]=[C:5]=[O:6].[C:7]1([NH2:17])[C:16]2[CH2:15][CH2:14][CH2:13][CH2:12][C:11]=2[CH:10]=[CH:9][CH:8]=1.ClCCNC(N)=O.CO>O1CCCC1.O>[C:7]1([NH:17][C:5]2[O:6][CH2:2][CH2:3][N:4]=2)[C:16]2[CH2:15][CH2:14][CH2:13][CH2:12][C:11]=2[CH:10]=[CH:9][CH:8]=1. Procedure details: Chloroethylisocyanate (Compound 5 210 mg, 2.05 mmol) was added to a stirred solution at 5,6,7,8-tetrahydro-1-naphthylamine (302 mg, 2.05 mmol) in tetrahydrofuran (2 ml). After 30 minutes the resulting chloroethylurea was collected by vacuum filtration. Yield: 302 mg (58%) of fine white crystals: mp 101°-103°; H NMR (300 MHz, CDCl3) σ 6.98-7.30 (m, 3H); 6.08 (brs, 1H); 5.19 (br, s, 1H); 3.68 (m, 2H); 3.55 (m, 2H); 2.79 (m, 2H); 2.61 (m, 2H); 1.80 (m, 4H); Mass spectrum m/e 252.1034 (C13H17ClN2O r... The reactants are NC1=CC=C(C=C1)C1CN=C2N(C(NC=3C=CC=CC23)=O)C1 (3-(4-aminophenyl)-2,3,4,7-tetrahydro-6H-pyrimido[1,2-c]quinazolin-6-one), COC1=CC=C(C=C1)N=C=O (4-methoxyphenyl isocyanate). Yields the product COC1=CC=C(C=C1)NC(=O)NC1=CC=C(C=C1)C1CN=C2N(C(NC=3C=CC=CC23)=O)C1 (1-(4-Methoxyphenyl)-3-[4-(6-oxo-3,4,6,7-tetrahydro-2H-pyrimido[1,2-c]quinazolin-3-yl)phenyl]urea). Isolated yield 81.4%. RXN SMILES: [NH2:1][C:2]1[CH:7]=[CH:6][C:5]([CH:8]2[CH2:22][N:12]3[C:13](=[O:21])[NH:14][C:15]4[CH:16]=[CH:17][CH:18]=[CH:19][C:20]=4[C:11]3=[N:10][CH2:9]2)=[CH:4][CH:3]=1.[CH3:23][O:24][C:25]1[CH:30]=[CH:29][C:28]([N:31]=[C:32]=[O:33])=[CH:27][CH:26]=1>>[CH3:23][O:24][C:25]1[CH:30]=[CH:29][C:28]([NH:31][C:32]([NH:1][C:2]2[CH:7]=[CH:6][C:5]([CH:8]3[CH2:22][N:12]4[C:13](=[O:21])[NH:14][C:15]5[CH:16]=[CH:17][CH:18]=[CH:19][C:20]=5[C:11]4=[N:10][CH2:9]3)=[CH:4][CH:3]=2)=[O:33])=[CH:27][CH:26]=1. Reported procedure: In a manner similar to the procedure described in Example 7, 3-(4-aminophenyl)-2,3,4,7-tetrahydro-6H-pyrimido[1,2-c]quinazolin-6-one (20.2 mg, 0.069 mmol) and 4-methoxyphenyl isocyanate (0.0098 mL, 0.076 mmol) were reacted to give the title compound as an off-white solid (24.8 mg, 81%). 1H NMR (DMSO-d6) δ: 10.68 (s, 1H), 8.55 (s, 1H), 8.44 (s, 1H), 7.98 (d, J=7.0 Hz, 1H), 7.40-7.45 (m, 3H), 7.33-7.36 (m, 2H), 7.22 (d, J=8.5 Hz, 2H), 7.06 (t, J=7.6 Hz, 1H), 7.01 (d, J=8.2 Hz, 1H), 6.85-6.88 (m, 2... Starting materials: solution, C[O-].[Na+] (sodium methylate), ClCCOC(=O)NC1=CC=C2C=CNC2=C1 (6-(β-chloroethoxycarbonyl)aminoindole). The solvent is CO (methanol), CO (methanol). Conditions: time 15 minute. Product: N1C=CC2=CC=C(C=C12)N1C(OCC1)=O (N-(6-indolyl)-1,3-oxazolidin-2-one). RXN SMILES: C[O-].[Na+].Cl[CH2:5][CH2:6][O:7][C:8]([NH:10][C:11]1[CH:19]=[C:18]2[C:14]([CH:15]=[CH:16][NH:17]2)=[CH:13][CH:12]=1)=[O:9]>CO>[NH:17]1[C:18]2[C:14](=[CH:13][CH:12]=[C:11]([N:10]3[CH2:5][CH2:6][O:7][C:8]3=[O:9])[CH:19]=2)[CH:15]=[CH:16]1 |f:0.1|. Procedure: 60 ml of methanol are added to 120 ml of a 30% solution of sodium methylate in methanol and 0.25 mol (60 g) of 6-(β-chloroethoxycarbonyl)aminoindole (prepared in accordance with the first step of Example 1) are then added, with stirring. The temperature reaches 50° C. Stirring is continued for 15 minutes after the end of the addition. The precipitate formed is drained, washed with alcohol and then dried. It melts at 199° C.